From a dataset of the Open Reaction Database (ORD), a public repository of structured organic reaction records. describe an organic reaction: reactants, conditions, products, and yield Starting materials: C(=O)=C1CC(C(=O)OC)=CC=C1 (methyl 3-carbonylbenzoate), solution, C(CCC)[Li] (n-butyl lithium), CCCCCC (hexane). Reagents/catalysts: [Cl-].C1(=CC=CC=C1)[P+](CC1=CC=CC=C1)(C1=CC=CC=C1)C1=CC=CC=C1 (triphenyl benzyl phosphonium chloride). The solvent is O1CCCC1 (tetrahydrofuran). Yields the product C1(=CC=CC=C1)/C=C/C=1C=C(C(=O)OC)C=CC1 (methyl 3-(phenyl-trans-ethenyl)benzoate). Reaction SMILES: [C:1](=[C:3]1[CH:12]=[CH:11][CH:10]=[C:5]([C:6]([O:8][CH3:9])=[O:7])[CH2:4]1)=O.[CH2:13]([Li])CCC.[CH3:18][CH2:19][CH2:20][CH2:21][CH2:22][CH3:23]>[Cl-].C1([P+](C2C=CC=CC=2)(C2C=CC=CC=2)CC2C=CC=CC=2)C=CC=CC=1.O1CCCC1>[C:20]1(/[CH:13]=[CH:1]/[C:3]2[CH:4]=[C:5]([CH:10]=[CH:11][CH:12]=2)[C:6]([O:8][CH3:9])=[O:7])[CH:19]=[CH:18][CH:23]=[CH:22][CH:21]=1 |f:3.4|. Procedure details: Using the procedure of Preparation H1, 2.37 g of triphenyl benzyl phosphonium chloride (Aldrich), 1.0 g of methyl 3-carbonylbenzoate and 2.44 ml of 2.5M solution of n-butyl lithium in hexane in 50 ml (total) of tetrahydrofuran gave 208 mg of the titled product, m.p. 108°-109° C. The reactants are CN(C=O)C (N,N-dimethylformamide), ClCC(=O)C=1N=CSC1 (2-chloro-1-(1,3-thiazol-4-yl)ethanone), C(#N)CC(N)=S (2-cyanoethanethioamide), C([O-])([O-])=O.[K+].[K+] (potassium carbonate). Run in C(C)(=O)OCC (ethyl acetate), O (water). Conditions: temperature 60 celsius, time 1 hour. The product is S1C(=NC(=C1)C=1N=CSC1)CC#N (4,4′-Bi-1,3-thiazol-2-ylacetonitrile). The yield is 44.6%. Reaction SMILES: CN(C)C=O.Cl[CH2:7][C:8]([C:10]1[N:11]=[CH:12][S:13][CH:14]=1)=O.[C:15]([CH2:17][C:18](=[S:20])[NH2:19])#[N:16].C(=O)([O-])[O-].[K+].[K+]>C(OCC)(=O)C.O>[S:20]1[CH:7]=[C:8]([C:10]2[N:11]=[CH:12][S:13][CH:14]=2)[N:19]=[C:18]1[CH2:17][C:15]#[N:16] |f:3.4.5|. Reported procedure: A N,N-dimethylformamide (49 mL) suspension of 2-chloro-1-(1,3-thiazol-4-yl)ethanone (4.9 g), 2-cyanoethanethioamide (3.3 g) and potassium carbonate (4.6 g) was stirred at 60° C. for 1 hour in a nitrogen atmosphere. The reaction mixture was cooled to room temperature, and water and ethyl acetate were added thereto. An organic layer was separated and dried over anhydrous magnesium sulfate, and the solvent was distilled off under reduced pressure. The residue was purified by silica gel column chrom...